This data is from the Open Reaction Database (ORD), a public repository of structured organic reaction records. The task is: describe an organic reaction: reactants, conditions, products, and yield The reactants are C(C)(=O)OC(C)=O (acetic anhydride), CC=1C=C(C=CC1)C(COCCN1CCOCC1)O (1-(3-methylphenyl)-2-[2-(morpholin-4-yl)ethoxy]ethanol). Run in N1=CC=CC=C1 (pyridine). Run at time 3 hour. Yields the product C(C)(=O)OC(COCCN1CCOCC1)C1=CC(=CC=C1)C (1-acetoxy-1-(3-methylphenyl)-2-[2-(morpholin-4-yl)ethoxy]ethane). As a reaction SMILES: [C:1](OC(=O)C)(=[O:3])[CH3:2].[CH3:8][C:9]1[CH:10]=[C:11]([CH:15]([OH:26])[CH2:16][O:17][CH2:18][CH2:19][N:20]2[CH2:25][CH2:24][O:23][CH2:22][CH2:21]2)[CH:12]=[CH:13][CH:14]=1>N1C=CC=CC=1>[C:1]([O:26][CH:15]([C:11]1[CH:12]=[CH:13][CH:14]=[C:9]([CH3:8])[CH:10]=1)[CH2:16][O:17][CH2:18][CH2:19][N:20]1[CH2:25][CH2:24][O:23][CH2:22][CH2:21]1)(=[O:3])[CH3:2]. Procedure details: 0.65 ml of pyridine and 0.99 ml of acetic anhydride were added to 1 g of 1-(3-methylphenyl)-2-[2-(morpholin-4-yl)ethoxy]ethanol. The mixture was stirred for 3 hours at room temperature. The reaction mixture was subjected to distillation under reduced pressure to remove the solvent. To the residue were added 20 ml of ethyl acetate and 10 ml of water. The mixture was adjusted to pH 10 with potassium carbonate. The organic layer was separated, washed with water and a saturated aqueous sodium chlori... The reactants are [Cl-].[NH4+] (ammonium chloride), C(C)(C)[Mg]Cl (isopropyl magnesium chloride), N1C=NC(=C1)C(=O)C1=CC2=CC=C(C=C2C=C1)OC ((1H-Imidazol-4-yl)-(6-methoxynaphthalen-2-yl)ketone). Run in C1CCOC1 (THF), C1CCOC1 (THF), O (water). Run at temperature -10 celsius, time 30 minute. Product: N1C=NC(=C1)C(C(C)C)(O)C1=CC2=CC=C(C=C2C=C1)OC (1-(1H-imidazol-4-yl)-1-(6-methoxynaphthalen-2-yl)-2-methylpropanol). RXN SMILES: [NH:1]1[CH:5]=[C:4]([C:6]([C:8]2[CH:17]=[CH:16][C:15]3[C:10](=[CH:11][CH:12]=[C:13]([O:18][CH3:19])[CH:14]=3)[CH:9]=2)=[O:7])[N:3]=[CH:2]1.[CH:20]([Mg]Cl)([CH3:22])[CH3:21].[Cl-].[NH4+]>C1COCC1.O>[NH:1]1[CH:5]=[C:4]([C:6]([C:8]2[CH:17]=[CH:16][C:15]3[C:10](=[CH:11][CH:12]=[C:13]([O:18][CH3:19])[CH:14]=3)[CH:9]=2)([OH:7])[CH:20]([CH3:22])[CH3:21])[N:3]=[CH:2]1 |f:2.3|. Procedure details: (1H-Imidazol-4-yl)-(6-methoxynaphthalen-2-yl)ketone (6.50 g) was dissolved in THF (120 ml) and the mixture was cooled to −10° C. A solution (2.0 M; 38.7 ml) of isopropyl magnesium chloride in THF was slowly added dropwise and the mixture was stirred for 30 min. To the reaction mixture was added saturated aqueous solution of ammonium chloride and the mixture was diluted with water and extracted with ethyl acetate. The extract was washed with saturated brine, and after drying, concentrated. The ob... The reactants are COCOc1c(-c2ccc(OCc3ccccc3)cc2)c(C(F)(F)F)cc2ccccc12, Cl, C1COCCO1. Yields the product Oc1c(-c2ccc(OCc3ccccc3)cc2)c(C(F)(F)F)cc2ccccc12. As a reaction SMILES: [CH3:1][O:2][CH2:3][O:4][c:5]1[c:6](-[c:19]2[cH:20][cH:21][c:22]([O:25][CH2:26][c:27]3[cH:28][cH:29][cH:30][cH:31][cH:32]3)[cH:23][cH:24]2)[c:7]([C:15]([F:16])([F:17])[F:18])[cH:8][c:9]2[cH:10][cH:11][cH:12][cH:13][c:14]12.[ClH:33].[O:34]1[CH2:35][CH2:36][O:37][CH2:38][CH2:39]1>>[OH:4][c:5]1[c:6](-[c:19]2[cH:20][cH:21][c:22]([O:25][CH2:26][c:27]3[cH:28][cH:29][cH:30][cH:31][cH:32]3)[cH:23][cH:24]2)[c:7]([C:15]([F:16])([F:17])[F:18])[cH:8][c:9]2[cH:10][cH:11][cH:12][cH:13][c:14]12. Starting materials: C(C)(C)(C)OC(=O)N1[C@@H](CCC1)C(C=[N+]=[N-])=O ((S)-1-t-butoxycarbonyl-2-(2-diazo-1-oxoethyl)-pyrrolidine), C(C)(=O)O (acetic acid). Yields the product C(C)(C)(C)OC(=O)N1[C@@H](CCC1)C(COC(C)=O)=O ((S)-1-t-butoxycarbonyl-2-(2-acetoxy-1-oxoethyl)-pyrrolidine). Reaction SMILES: [C:1]([O:5][C:6]([N:8]1[CH2:12][CH2:11][CH2:10][C@H:9]1[C:13](=[O:17])[CH:14]=[N+]=[N-])=[O:7])([CH3:4])([CH3:3])[CH3:2].[C:18]([OH:21])(=[O:20])[CH3:19]>>[C:1]([O:5][C:6]([N:8]1[CH2:12][CH2:11][CH2:10][C@H:9]1[C:13](=[O:17])[CH2:14][O:21][C:18](=[O:20])[CH3:19])=[O:7])([CH3:4])([CH3:3])[CH3:2]. Reported procedure: A solution of 1.00 g of the diazoketone product of Example 1 in acetic acid (15 ml) was refluxed for 10 minutes. The mixture was cooled, filtered and the acetic acid removed under reduced pressure to give (S)-1-t-butoxycarbonyl-2-(2-acetoxy-1-oxoethyl)-pyrrolidine, which was purified by chromatography on silica gel eluting with 3:1-hexane; ethyl acetate (Rf =0.3). Starting materials: C1CCOC1, OC(CCCCl)c1ccc(Br)cc1, [H-], [Na+]. The product is Brc1ccc(C2CCCO2)cc1. Reaction SMILES: [CH2:16]1[O:17][CH2:18][CH2:19][CH2:20]1.[Cl:1][CH2:2][CH2:3][CH2:4][CH:5]([OH:6])[c:7]1[cH:8][cH:9][c:10]([Br:13])[cH:11][cH:12]1.[H-:15].[Na+:14]>>[CH2:2]1[CH2:3][CH2:4][CH:5]([c:7]2[cH:8][cH:9][c:10]([Br:13])[cH:11][cH:12]2)[O:6]1. The reactants are C(C)(=O)OCC (ethyl acetate), Cl.NN (hydrazine hydrochloride), ClC1=CC(=CC=C1)C(=O)OO (m-chloroperbenzoic acid), FC1=C(C=CC(=C1)F)NC1=NC(=C(C#N)C=C1)SC (6-(2,4-difluorophenylamino)-2-(methylthio)nicotinonitrile). The solvent is O (water), O (water), ClCCl (dichloromethane), C(CC)O (propanol). Run at time 1 hour. Product: FC1=C(C=CC(=C1)F)NC1=CC=C2C(=N1)NN=C2N (N6-(2,4-difluorophenyl)-1H-pyrazolo[3,4-b]pyridine-3,6-diamine). As a reaction SMILES: ClC1C=CC=C(C(OO)=O)C=1.[F:12][C:13]1[CH:18]=[C:17]([F:19])[CH:16]=[CH:15][C:14]=1[NH:20][C:21]1[CH:28]=[CH:27][C:24]([C:25]#[N:26])=[C:23](SC)[N:22]=1.C(OCC)(=O)C.Cl.[NH2:38][NH2:39]>ClCCl.C(O)CC.O>[F:12][C:13]1[CH:18]=[C:17]([F:19])[CH:16]=[CH:15][C:14]=1[NH:20][C:21]1[N:22]=[C:23]2[NH:38][N:39]=[C:25]([NH2:26])[C:24]2=[CH:27][CH:28]=1 |f:3.4|. Reported procedure: 769 mg (3.12 mmol) of m-chloroperbenzoic acid (mCPBA) is added under argon to a stiring solution of 786 mg (2.83 mmol) of 6-(2,4-difluorophenylamino)-2-(methylthio)nicotinonitrile in 25 mL of dichloromethane. The reaction medium is stirred 1 hour at room temperature before adding a fraction of ethyl acetate and washed this organic phase with a NaHCO3 saturated solution. The combined organic phases are dried on magnesium sulfate and dry evaporated. The crude reaction product is dissolved again in...